From a dataset of the Open Reaction Database (ORD), a public repository of structured organic reaction records. describe an organic reaction: reactants, conditions, products, and yield Starting materials: CN(C)C=O (DMF), BrCN1S(C2=C(C1=O)C(=CC(=C2)OC)C(C)C)(=O)=O (2-bromomethyl-4-isopropyl-6-methoxy-1,2-benzisothiazol-3(2H)-one 1,1-dioxide), ClC1=CC=C(C=C1)N1N=C(C=C1O)C1=CC=NC=C1 (1-(4-chlorophenyl)-3-(4-pyridyl)-5-hydroxy pyrazole), C(=O)([O-])[O-].[Cs+].[Cs+] (Cs2CO3). The solvent is CO (methanol), O (water). Conditions: time 4 hour. Product: C(C)(C)C1=CC(=CC2=C1C(N(S2(=O)=O)COC2=CC(=NN2C2=CC=C(C=C2)Cl)C2=CC=NC=C2)=O)OC (4-isopropyl-6-methoxy-2-[1-(4-chlorophenyl)-3-(4-pyridyl) pyrazol-5-yl-oxymethyl]-1,2-benzisothiazol-3(2H)-one 1,1-dioxide). Isolated yield 49.9%. RXN SMILES: [Cl:1][C:2]1[CH:7]=[CH:6][C:5]([N:8]2[C:12]([OH:13])=[CH:11][C:10]([C:14]3[CH:19]=[CH:18][N:17]=[CH:16][CH:15]=3)=[N:9]2)=[CH:4][CH:3]=1.C([O-])([O-])=O.[Cs+].[Cs+].CN(C=O)C.Br[CH2:32][N:33]1[C:37](=[O:38])[C:36]2[C:39]([CH:45]([CH3:47])[CH3:46])=[CH:40][C:41]([O:43][CH3:44])=[CH:42][C:35]=2[S:34]1(=[O:49])=[O:48]>CO.O>[CH:45]([C:39]1[C:36]2[C:37](=[O:38])[N:33]([CH2:32][O:13][C:12]3[N:8]([C:5]4[CH:4]=[CH:3][C:2]([Cl:1])=[CH:7][CH:6]=4)[N:9]=[C:10]([C:14]4[CH:19]=[CH:18][N:17]=[CH:16][CH:15]=4)[CH:11]=3)[S:34](=[O:49])(=[O:48])[C:35]=2[CH:42]=[C:41]([O:43][CH3:44])[CH:40]=1)([CH3:47])[CH3:46] |f:1.2.3|. Reported procedure: A mixture of 1-(4-chlorophenyl)-3-(4-pyridyl)-5-hydroxy pyrazole (406 mg; 1.49 mmol) and Cs2CO3 (243 mg; 0.75 mmol) in methanol (8 ml) was stirred at room temperature for 4 hours. The solvent was concentrated in vacuo, and the residue was dried in vacuo overnight. To the above residue was added 7 ml of DMF and 2-bromomethyl-4-isopropyl-6-methoxy-1,2-benzisothiazol-3(2H)-one 1,1-dioxide (519 mg, 1.49 mmol) and the resulting mixture was stirred at room temperature for 5 hours and poured into water... The reactants are CC1=C(C=CC=C1C)N1CCNCC1 (1-(2,3-dimethylphenyl)-piperazine), BrC1=CC=C(C=C1)S(=O)(=O)OC[C@H]1COC=2C(=C3C=CC(=NC3=CC2)C)O1 ([(2R)-8-methyl-2,3-dihydro[1,4]dioxino[2,3-f]quinolin-2-yl]methyl 4-bromobenzene-sulfonate). The solvent is CS(=O)C (DMSO), C([O-])(O)=O.[Na+] (sodium bicarbonate). Reaction conditions: temperature 70 celsius. The product is CC1=C(C=CC=C1C)N1CCN(CC1)C[C@H]1COC=2C(=C3C=CC(=NC3=CC2)C)O1 ((2S)-2-{[4-(2,3-dimethylphenyl)piperazin-1-yl]methyl}-8-methyl-2,3-dihydro[1,4]dioxino[2,3-f]quinoline). Isolated yield 89.9%. Reaction SMILES: [CH3:1][C:2]1[C:7]([CH3:8])=[CH:6][CH:5]=[CH:4][C:3]=1[N:9]1[CH2:14][CH2:13][NH:12][CH2:11][CH2:10]1.BrC1C=CC(S(O[CH2:26][C@@H:27]2[O:41][C:31]3=[C:32]4[C:37](=[CH:38][CH:39]=[C:30]3[O:29][CH2:28]2)[N:36]=[C:35]([CH3:40])[CH:34]=[CH:33]4)(=O)=O)=CC=1>CS(C)=O.C(=O)(O)[O-].[Na+]>[CH3:1][C:2]1[C:7]([CH3:8])=[CH:6][CH:5]=[CH:4][C:3]=1[N:9]1[CH2:10][CH2:11][N:12]([CH2:26][C@@H:27]2[O:41][C:31]3=[C:32]4[C:37](=[CH:38][CH:39]=[C:30]3[O:29][CH2:28]2)[N:36]=[C:35]([CH3:40])[CH:34]=[CH:33]4)[CH2:13][CH2:14]1 |f:3.4|. Procedure: A mixture of 1-(2,3-dimethylphenyl)-piperazine (1.13 g, 5.94 mmol) and [(2R)-8-methyl-2,3-dihydro[1,4]dioxino[2,3-f]quinolin-2-yl]methyl 4-bromobenzene-sulfonate (871 mg, 1.93 mmol) in anhydrous DMSO (10 mL) was heated overnight at 70° C. The reaction was diluted with saturated aqueous sodium bicarbonate (50 mL) and extracted with EtOAc (3×50 mL). The combined organic layers were dried over MgSO4, filtered, and concentrated in vacuo. Flash chromatography on silica gel (50% EtOAc/hexanes) afforde... Starting materials: BrC1=CC(=C(C(=C1)C)N)C (4-bromo-2,6-dimethylbenzenamine), Cl (HCl), C([O-])(O)=O.[Na+] (sodium bicarbonate), N(=O)[O-].[Na+] (sodium nitrite), [C-]#N.[K+] (potassium cyanide), [Cu]C#N (copper(I) cyanide). Solvent: O (water), O (water), O (water). Run at temperature 0 celsius, time 30 minute. Yields the product BrC1=CC(=C(C#N)C(=C1)C)C (4-bromo-2,6-dimethylbenzonitrile). Reaction SMILES: [Br:1][C:2]1[CH:7]=[C:6]([CH3:8])[C:5](N)=[C:4]([CH3:10])[CH:3]=1.Cl.N([O-])=O.[Na+].C(=O)(O)[O-].[Na+].[C-]#N.[K+].[Cu][C:25]#[N:26]>O>[Br:1][C:2]1[CH:7]=[C:6]([CH3:8])[C:5]([C:25]#[N:26])=[C:4]([CH3:10])[CH:3]=1 |f:2.3,4.5,6.7|. Reported procedure: A mixture of 4-bromo-2,6-dimethylbenzenamine (20 g, 100 mmol) and conc. HCl (100 mL) in water (100 mL) was sonicated for 5 min and then cooled to 0° C. A solution of sodium nitrite (6.9 g, 100 mmol) in water (25 mL) was added, and the resulting mixture was stirred at 0° C. for 30 min, then neutralized by the addition of solid sodium bicarbonate. The resulting mixture was slowly poured (in portions) into a solution of potassium cyanide (6.5 g, 100 mmol) and copper(I) cyanide (9.0 g, 100 mmol) in ... Reactants: ClC=1C=C(C(=NC1)[N+](=O)[O-])F (5-chloro-3-fluoro-2-nitropyridine), NC(CC)CC (3-aminopentane), aryl nitro, C(=O)(N1C=NC=C1)N1C=NC=C1 (carbonyldiimidazole), O.O.[Sn](Cl)Cl (tin(II) chloride dihydrate). Run in C(C)(=O)OCC (ethyl acetate), O (water). Product: ClC=1C=C2C(=NC1)N=C(N2C(CC)CC)O (6-chloro-1-(pentan-3-yl)-1H-imidazo[4,5-b]pyridin-2-ol). Yield: 68.0%. Reaction SMILES: [Cl:1][C:2]1[CH:3]=[C:4](F)[C:5]([N+:8]([O-])=O)=[N:6][CH:7]=1.[NH2:12][CH:13]([CH2:16][CH3:17])[CH2:14][CH3:15].O.O.[Sn](Cl)Cl.[C:23](N1C=CN=C1)(N1C=CN=C1)=[O:24]>O.C(OCC)(=O)C>[Cl:1][C:2]1[CH:3]=[C:4]2[N:12]([CH:13]([CH2:16][CH3:17])[CH2:14][CH3:15])[C:23]([OH:24])=[N:8][C:5]2=[N:6][CH:7]=1 |f:2.3.4|. Reported procedure: In a 30 mL scintillation vial equipped with a stir bar was added ethyl acetate (10 mL), 5-chloro-3-fluoro-2-nitropyridine (101 mg, 0.56 mmol), and 3-aminopentane (74 mL, 0.63 mmol). The reaction was stirred at room temperature until starting material was consumed (TLC 25% ethyl acetate in hexanes). To this solution was added tin(II) chloride dihydrate (560 mg, 2.5 mmol), and the mixture was stirred until the aryl nitro was completely reduced (4 h to overnight). The solution was transferred from ... Starting materials: C(C1=CC=CC=C1)C1=NC=C(C(N1C)=O)Br (2-benzyl-5-bromo-3-methyl-3H-pyrimidin-4-one), COC1=C(C=C(C=C1)B(O)O)F (4-methoxy-3-fluorophenylboronic acid). The reagents and catalysts are C=1C=CC(=CC1)[P](C=2C=CC=CC2)(C=3C=CC=CC3)[Pd]([P](C=4C=CC=CC4)(C=5C=CC=CC5)C=6C=CC=CC6)([P](C=7C=CC=CC7)(C=8C=CC=CC8)C=9C=CC=CC9)[P](C=1C=CC=CC1)(C=1C=CC=CC1)C=1C=CC=CC1 (Pd(PPh3)4). Run in O (H2O), C(Cl)Cl (CH2Cl2), C(=O)([O-])[O-].[Na+].[Na+] (Na2CO3), O1CCOCC1 (dioxane). Product: C(C1=CC=CC=C1)C1=NC=C(C(N1C)=O)C1=CC(=C(C=C1)OC)F (2-benzyl-5-(3-fluoro-4-methoxyphenyl)-3-methyl-3H-pyrimidin-4-one). RXN SMILES: [CH2:1]([C:8]1[N:13]([CH3:14])[C:12](=[O:15])[C:11](Br)=[CH:10][N:9]=1)[C:2]1[CH:7]=[CH:6][CH:5]=[CH:4][CH:3]=1.[CH3:17][O:18][C:19]1[CH:24]=[CH:23][C:22](B(O)O)=[CH:21][C:20]=1[F:28]>C([O-])([O-])=O.[Na+].[Na+].O1CCOCC1.O.C(Cl)Cl.C1C=CC([P]([Pd]([P](C2C=CC=CC=2)(C2C=CC=CC=2)C2C=CC=CC=2)([P](C2C=CC=CC=2)(C2C=CC=CC=2)C2C=CC=CC=2)[P](C2C=CC=CC=2)(C2C=CC=CC=2)C2C=CC=CC=2)(C2C=CC=CC=2)C2C=CC=CC=2)=CC=1>[CH2:1]([C:8]1[N:13]([CH3:14])[C:12](=[O:15])[C:11]([C:22]2[CH:23]=[CH:24][C:19]([O:18][CH3:17])=[C:20]([F:28])[CH:21]=2)=[CH:10][N:9]=1)[C:2]1[CH:7]=[CH:6][CH:5]=[CH:4][CH:3]=1 |f:2.3.4,^1:48,50,69,88|. Reported procedure: 2-Benzyl-5-bromo-3-methyl-3H-pyrimidin-4-one (Step 3, 11.1 g, 39.9 mmol), 4-methoxy-3-fluorophenylboronic acid (10.12 g, 59 mmol) and Pd(PPh3)4 (2.3 g, 1.9 mmol) in 2 M Na2CO3 (100 mL) and dioxane (150 mL) were heated to 90° C. for 1 h. The reaction was cooled to RT, and diluted with H2O and CH2Cl2. The organics were separated and washed with brine, dried (Na2SO4) and filtered through a plug of silica. The filtrate was concentrated under reduced pressure. Et2O/hexane (1:1) were added and the rea... Reactants: CS(=O)(=O)OC1CC(COCCO)N(C(=O)OCc2ccccc2)C1, CO, [H][H]. The product is CS(=O)(=O)OC1CNC(COCCO)C1. Reaction SMILES: [CH2:1]([O:2][C:3](=[O:4])[N:11]1[CH:12]([CH2:21][O:22][CH2:23][CH2:24][OH:25])[CH2:13][CH:14]([O:16][S:17](=[O:18])(=[O:19])[CH3:20])[CH2:15]1)[c:5]1[cH:6][cH:7][cH:8][cH:9][cH:10]1.[CH3:28][OH:29].[H:26][H:27]>>[NH:11]1[CH:12]([CH2:21][O:22][CH2:23][CH2:24][OH:25])[CH2:13][CH:14]([O:16][S:17](=[O:18])(=[O:19])[CH3:20])[CH2:15]1.